This data is from the Open Reaction Database (ORD), a public repository of structured organic reaction records. The task is: describe an organic reaction: reactants, conditions, products, and yield The reactants are C1(CC1)C(CC(=NO)C=1N=CN2C1C(N(C1=CC=CC=C21)C(C)C)=O)=O (3-(3-cyclopropyl-1-hydroximino-3-oxopropyl)-4,5-dihydro-5-isopropyl-4-oxo-imidazo[1,5-a]quinoxaline). The reagents and catalysts are Cl (hydrochloric acid). Run in C(C)O (ethanol). Yields the product C1(CC1)C1=CC(=NO1)C=1N=CN2C1C(N(C1=CC=CC=C21)C(C)C)=O (3-(5-cyclopropyl-3-isoxazolyl)-4,5-dihydro-5-isopropyl-4-oxo-imidazo[1,5-a]quinoxaline). Reaction SMILES: [CH:1]1([C:4](=[O:26])[CH2:5][C:6]([C:9]2[N:10]=[CH:11][N:12]3[C:21]4[C:16](=[CH:17][CH:18]=[CH:19][CH:20]=4)[N:15]([CH:22]([CH3:24])[CH3:23])[C:14](=[O:25])[C:13]=23)=[N:7]O)[CH2:3][CH2:2]1>C(O)C.Cl>[CH:1]1([C:4]2[O:26][N:7]=[C:6]([C:9]3[N:10]=[CH:11][N:12]4[C:21]5[C:16](=[CH:17][CH:18]=[CH:19][CH:20]=5)[N:15]([CH:22]([CH3:24])[CH3:23])[C:14](=[O:25])[C:13]=34)[CH:5]=2)[CH2:2][CH2:3]1. Reported procedure: To a suspension of 3-(3-cyclopropyl-1-hydroximino-3-oxopropyl)-4,5-dihydro-5-isopropyl-4-oxo-imidazo[1,5-a]quinoxaline (0.3 g) in ethanol (25 ml) was added one drop of 4 M hydrochloric acid and the mixture was heated at reflux for 10 min. Cooling the resulting solution to room temperature gave the title compound as a white crystalline precipitate, which was collected by filtration and dried. M.p. 247°-249° C. (Compound 8).